Dataset: the Open Reaction Database (ORD), a public repository of structured organic reaction records. Task: describe an organic reaction: reactants, conditions, products, and yield The reactants are [N+](=O)([O-])C=1C(=C(C2=C(N=CS2)C1)Cl)N (5-nitro-6-amino-7-chlorobenzothiazole), N(=O)OS(O)(=O)=O (nitrososulfuric acid), CCOC(=O)C (EtOAc), O[PH2]=O (H3PO2). Solvent: S(O)(O)(=O)=O (sulfuric acid). Conditions: temperature 25 celsius, time 12 hour. Yields the product [N+](=O)([O-])C=1C=C(C2=C(N=CS2)C1)Cl (5-Nitro-7-chlorobenzothiazole). The yield is 61.5%. As a reaction SMILES: [N+:1]([C:4]1[C:5](N)=[C:6]([Cl:13])[C:7]2[S:11][CH:10]=[N:9][C:8]=2[CH:12]=1)([O-:3])=[O:2].N(OS(=O)(=O)O)=O.O[PH2]=O.CCOC(C)=O>S(=O)(=O)(O)O>[N+:1]([C:4]1[CH:5]=[C:6]([Cl:13])[C:7]2[S:11][CH:10]=[N:9][C:8]=2[CH:12]=1)([O-:3])=[O:2]. Procedure details: To a solution of 5-nitro-6-amino-7-chlorobenzothiazole (0.21 g, 0.91 mmol) in 4 mL of sulfuric acid was added nitrososulfuric acid (0.20 g, 1.6 mmol) in a portion. The resulting reaction mixture was stirred for 12 h at 25° C. It was then cooled to 0° C. and 0.3 mL of H3PO2 was added into the mixture. Reaction mixture was stirred for another 12 h at 25° C. and for 2 h at 50° C., poured into EtOAc and washed with aq. NaHCO3. Organic layer was dried over Na2SO4 and concentrated in vacuo to provide ... The reactants are CC(C)(C)OC(=O)N1CCC2(CNc3ccc(Cl)cc32)C1, CC1CC(OC(=O)c2ccc([N+](=O)[O-])cc2)c2ncnc(Cl)c21. The product is CC1CC(OC(=O)c2ccc([N+](=O)[O-])cc2)c2ncnc(N3CC4(CCN(C(=O)OC(C)(C)C)C4)c4cc(Cl)ccc43)c21. As a reaction SMILES: [Cl:24][c:25]1[cH:26][c:27]2[c:31]([cH:32][cH:33]1)[NH:30][CH2:29][C:28]21[CH2:34][N:35]([C:38](=[O:39])[O:40][C:41]([CH3:42])([CH3:43])[CH3:44])[CH2:36][CH2:37]1.[N+:1](=[O:2])([O-:3])[c:4]1[cH:5][cH:6][c:7]([C:8](=[O:9])[O:10][CH:11]2[CH2:12][CH:13]([CH3:21])[c:14]3[c:15]2[n:16][cH:17][n:18][c:19]3[Cl:20])[cH:22][cH:23]1>>[N+:1](=[O:2])([O-:3])[c:4]1[cH:5][cH:6][c:7]([C:8](=[O:9])[O:10][CH:11]2[CH2:12][CH:13]([CH3:21])[c:14]3[c:15]2[n:16][cH:17][n:18][c:19]3[N:30]2[CH2:29][C:28]3([c:27]4[cH:26][c:25]([Cl:24])[cH:33][cH:32][c:31]42)[CH2:34][N:35]([C:38](=[O:39])[O:40][C:41]([CH3:42])([CH3:43])[CH3:44])[CH2:36][CH2:37]3)[cH:22][cH:23]1. Starting materials: C[O-], COc1ccc2c(Cl)nc(C#N)c(-c3ccccc3)c2c1, [Na+], CN(C)C=O. Yields the product COc1ccc2c(OC)nc(C#N)c(-c3ccccc3)c2c1. As a reaction SMILES: [CH3:22][O-:23].[Cl:1][c:2]1[n:3][c:4]([C:20]#[N:21])[c:5](-[c:14]2[cH:15][cH:16][cH:17][cH:18][cH:19]2)[c:6]2[cH:7][c:8]([O:12][CH3:13])[cH:9][cH:10][c:11]12.[Na+:24].[O:25]=[CH:26][N:27]([CH3:28])[CH3:29]>>[c:2]1([O:23][CH3:22])[n:3][c:4]([C:20]#[N:21])[c:5](-[c:14]2[cH:15][cH:16][cH:17][cH:18][cH:19]2)[c:6]2[cH:7][c:8]([O:12][CH3:13])[cH:9][cH:10][c:11]12.